This data is from the Open Reaction Database (ORD), a public repository of structured organic reaction records. The task is: describe an organic reaction: reactants, conditions, products, and yield Starting materials: COC(CCNC(C1=CC=C(C=C1)C(CCCC(F)(F)F)OC1=CC(=C(C(=C1)C)Br)C)=O)=O (3-{4-[1-(4-bromo-3,5-dimethyl-phenoxy)-5,5,5-trifluoro-pentyl]-benzoylamino}-propionic acid methyl ester), C(C)(C)C1=CC=C(C=C1)B(O)O (4-isopropyl phenyl boronic acid). Yields the product FC(CCCC(OC1=CC(=C(C(=C1)C)C1=CC=C(C=C1)C(C)C)C)C1=CC=C(C(=O)NCCC(=O)O)C=C1)(F)F (3-{4-[5,5,5-trifluoro-1-(4′-isopropyl-2,6-dimethyl-biphenyl-4-yloxy)-pentyl]-benzoylamino}-propionic acid). RXN SMILES: C[O:2][C:3](=[O:33])[CH2:4][CH2:5][NH:6][C:7](=[O:32])[C:8]1[CH:13]=[CH:12][C:11]([CH:14]([O:22][C:23]2[CH:28]=[C:27]([CH3:29])[C:26](Br)=[C:25]([CH3:31])[CH:24]=2)[CH2:15][CH2:16][CH2:17][C:18]([F:21])([F:20])[F:19])=[CH:10][CH:9]=1.[CH:34]([C:37]1[CH:42]=[CH:41][C:40](B(O)O)=[CH:39][CH:38]=1)([CH3:36])[CH3:35]>>[F:20][C:18]([F:19])([F:21])[CH2:17][CH2:16][CH2:15][CH:14]([C:11]1[CH:12]=[CH:13][C:8]([C:7]([NH:6][CH2:5][CH2:4][C:3]([OH:2])=[O:33])=[O:32])=[CH:9][CH:10]=1)[O:22][C:23]1[CH:24]=[C:25]([CH3:31])[C:26]([C:40]2[CH:41]=[CH:42][C:37]([CH:34]([CH3:36])[CH3:35])=[CH:38][CH:39]=2)=[C:27]([CH3:29])[CH:28]=1. Reported procedure: The title compounds are prepared in a manner substantially similar to Example 128 starting from 3-{4-[1-(4-bromo-3,5-dimethyl-phenoxy)-5,5,5-trifluoro-pentyl]-benzoylamino}-propionic acid methyl ester and 4-isopropyl phenyl boronic acid. Isomer 1 MS: 554.2 [M−H]−; Isomer 2 MS: 554.2 [M−H]−. The reactants are COc1cc(CNc2ccccc2N)ccc1CN1CCCC1, O=C(Cl)C(=O)Cl, ClCCl, Nc1ccccc1, O=C(O)c1ccc(OCCN2CCCC2=O)cc1, CN(C)C=O, c1ccncc1. Yields the product COc1cc(CNc2ccccc2NC(=O)c2ccc(OCCN3CCCC3=O)cc2)ccc1CN1CCCC1. RXN SMILES: [CH3:25][O:26][c:27]1[cH:28][c:29]([CH2:30][NH:31][c:32]2[c:33]([NH2:38])[cH:34][cH:35][cH:36][cH:37]2)[cH:39][cH:40][c:41]1[CH2:42][N:43]1[CH2:44][CH2:45][CH2:46][CH2:47]1.[Cl:19][C:20]([C:21]([Cl:22])=[O:23])=[O:24].[Cl:61][CH2:62][Cl:63].[NH2:54][c:55]1[cH:56][cH:57][cH:58][cH:59][cH:60]1.[O:1]=[C:2]1[N:3]([CH2:7][CH2:8][O:9][c:10]2[cH:11][cH:12][c:13]([C:14](=[O:15])[OH:16])[cH:17][cH:18]2)[CH2:4][CH2:5][CH2:6]1.[O:64]=[CH:65][N:66]([CH3:67])[CH3:68].[cH:48]1[cH:49][cH:50][n:51][cH:52][cH:53]1>>[O:1]=[C:2]1[N:3]([CH2:7][CH2:8][O:9][c:10]2[cH:11][cH:12][c:13]([C:14](=[O:16])[NH:38][c:33]3[c:32]([NH:31][CH2:30][c:29]4[cH:28][c:27]([O:26][CH3:25])[c:41]([CH2:42][N:43]5[CH2:44][CH2:45][CH2:46][CH2:47]5)[cH:40][cH:39]4)[cH:37][cH:36][cH:35][cH:34]3)[cH:17][cH:18]2)[CH2:4][CH2:5][CH2:6]1. Starting materials: C1(CCCC1)[Si](OC)(OC)OC (cyclopentyl trimethoxysilane), C(C)(C)(CC)O (tert-amyl alcohol), C[Si](Cl)(C)C (trimethylchlorosilane). The reagents and catalysts are C[O-].[Na+] (sodium methoxide). Yields the product C(C)(C)(CC)O[Si](OC)(OC)C1CCCC1 (tert-amyloxy cyclopentyl dimethoxysilane). The yield is 81.7%. RXN SMILES: [CH:1]1([Si:6](OC)([O:9][CH3:10])[O:7][CH3:8])[CH2:5][CH2:4][CH2:3][CH2:2]1.[C:13]([OH:18])([CH2:16][CH3:17])([CH3:15])[CH3:14].C[Si](C)(C)Cl>C[O-].[Na+]>[C:13]([O:18][Si:6]([CH:1]1[CH2:5][CH2:4][CH2:3][CH2:2]1)([O:9][CH3:10])[O:7][CH3:8])([CH2:16][CH3:17])([CH3:15])[CH3:14] |f:3.4|. Procedure details: In a 100 ml three-neck flask provided with a magnetic stirrer and a reflux condenser were charged 10.1 g (0.0531 mole) of cyclopentyl trimethoxysilane, 30.6 g (0.347 mole) of tert-amyl alcohol and 86.4 mg (1.6 m mole) of sodium methoxide, which were then reacted with each other in an oil bath of 105° C. for 4 hours under stirring. Then, trimethylchlorosilane was added to neutralize the alkali. Then, 10.7 g (0.0434 mole) of tert-amyloxy cyclopentyl dimethoxysilane were obtained by vacuum distilla... Procedure: To an ice-cold solution of 0.5 g (2.48 mmol) 6-benzyloxy-3-hydroxypyridine (commercially available) in 5 mL tetrahydrofuran 0.12 g (2.7 mmol) sodium hydride (55% dispersion in mineral oil) was added in portions. After the vigorous gas evolution had ceased the reaction mixture was stirred for another 20 min., then 0.44 mL (3.0 mmol) ethyl-alpha-bromoisobutyrate (commercially available) were added dropwise. The light brown suspension was stirred for 23 h at room temperature and then poured into wa... The solvent is O (water). Starting materials: ice, C(C1=CC=CC=C1)OC1=CC=C(C=N1)O (6-benzyloxy-3-hydroxypyridine), O1CCCC1 (tetrahydrofuran), C(C)OC(C(C)(C)Br)=O (ethyl-alpha-bromoisobutyrate). Conditions: time 20 minute. RXN SMILES: [CH2:1]([O:8][C:9]1[N:14]=[CH:13][C:12]([OH:15])=[CH:11][CH:10]=1)[C:2]1[CH:7]=[CH:6][CH:5]=[CH:4][CH:3]=1.O1CCCC1.[CH2:21]([O:23][C:24](=[O:29])[C:25](Br)([CH3:27])[CH3:26])[CH3:22]>O>[CH2:21]([O:23][C:24](=[O:29])[C:25]([O:15][C:12]1[CH:13]=[N:14][C:9]([O:8][CH2:1][C:2]2[CH:3]=[CH:4][CH:5]=[CH:6][CH:7]=2)=[CH:10][CH:11]=1)([CH3:27])[CH3:26])[CH3:22]. Isolated yield 38.0%. Product: C(C)OC(C(C)(C)OC=1C=NC(=CC1)OCC1=CC=CC=C1)=O (2-(6-Benzyloxy-pyridin-3-yloxy)-2-methyl-propionic acid ethyl ester). The reactants are S1C=CC=2C=NCC(C21)=O (thieno[3,2-c]pyridin-7(6H)-one), [H-].[Na+] (NaH), S(=O)(=O)(C1=CC=C(C)C=C1)Cl (TsCl). Solvent: C1CCOC1 (THF). Run at time 2 hour. The product is CC1=CC=C(C=C1)S(=O)(=O)OC=1C2=C(C=NC1)C=CS2 (thieno[3,2-c]pyridin-7-yl 4-methylbenzenesulfonate). Isolated yield 81.0%. RXN SMILES: [S:1]1[C:9]2[C:8](=[O:10])[CH2:7][N:6]=[CH:5][C:4]=2[CH:3]=[CH:2]1.[H-].[Na+].[S:13](Cl)([C:16]1[CH:22]=[CH:21][C:19]([CH3:20])=[CH:18][CH:17]=1)(=[O:15])=[O:14]>C1COCC1>[CH3:20][C:19]1[CH:21]=[CH:22][C:16]([S:13]([O:10][C:8]2[C:9]3[S:1][CH:2]=[CH:3][C:4]=3[CH:5]=[N:6][CH:7]=2)(=[O:15])=[O:14])=[CH:17][CH:18]=1 |f:1.2|. Procedure details: To a solution of thieno[3,2-c]pyridin-7(6H)-one (110 mg, 0.728 mmol, 1.0 equiv) in THF (5.00 mL) was added NaH (35 mg, 0.873 mmol, 1.2 equiv) followed by TsCl (180 mg, 0.946 mmol, 1.3 equiv). The reaction mixture was stirred at rt for 2 h, then quenched with water and extracted with ethyl acetate. Purification by column chromatography using 20% ethyl acetate in hexanes elution gave 180 mg of a white solid, 81%. The reactants are C(C)(C)(C)OC(=O)N1C(C2(C(C=3C=C(C=CC13)Br)CCC2)F)=O (5-tert-butoxycarbonyl-8-bromo-3a-fluoro-1,2,3,3a,5,9b-hexahydrocyclopenta[c]quinolin-4-one), FC(C(=O)O)(F)F (trifluoroacetic acid). Run in O (water), C(C)(=O)OCC (ethyl acetate), ClCCl (dichloromethane). Run at time 2 hour. Product: BrC1=CC=2C3C(C(NC2C=C1)=O)(CCC3)F (8-Bromo-3a-fluoro-1,2,3,3a,5,9b-hexahydrocyclopenta[c]quinolin-4-one). Isolated yield 72.3%. As a reaction SMILES: C(OC([N:8]1[C:17]2[CH:16]=[CH:15][C:14]([Br:18])=[CH:13][C:12]=2[CH:11]2[CH2:19][CH2:20][CH2:21][C:10]2([F:22])[C:9]1=[O:23])=O)(C)(C)C.FC(F)(F)C(O)=O>ClCCl.O.C(OCC)(=O)C>[Br:18][C:14]1[CH:15]=[CH:16][C:17]2[NH:8][C:9](=[O:23])[C:10]3([F:22])[CH2:21][CH2:20][CH2:19][CH:11]3[C:12]=2[CH:13]=1. Procedure: A solution of 1.38 g (3.6 mmol) of 5-tert-butoxycarbonyl-8-bromo-3a-fluoro-1,2,3,3a,5,9b-hexahydrocyclopenta[c]quinolin-4-one in 7 ml of dichloromethane is mixed with 7 ml of trifluoroacetic acid at room temperature. After 2 hours, the batch is diluted with water and ethyl acetate. The organic phase is separated, washed with water, saturated NaHCO3 and saturated NaCl, dried (Na2SO4) and concentrated by evaporation in a vacuum. Column chromatography of the residue on silica gel with hexane-ethyl ... The reactants are BrC1=CC=C(C=C1)C1=C(C(=NO1)C)C(COCC1=CC(=CC=C1)C(F)(F)F)O (1-[5-(4-bromo-phenyl)-3-methyl-isoxazol-4-yl]-2-(3-trifluoromethyl-benzyloxy)-ethanol), C(C)OC(=O)CCC1=CC=C(C=C1)B(O)O ([4-(2-ethoxycarbonylethyl)phenyl]boronic acid). Product: C(C)OC(CCC1=CC=C(C=C1)C1=CC=C(C=C1)C1=C(C(=NO1)C)C(COCC1=CC(=CC=C1)C(F)(F)F)O)=O (3-(4′-{4-[1-Hydroxy-2-(3-trifluoromethyl-benzyloxy)-ethyl]-3-methyl-isoxazol-5-yl}-biphenyl-4-yl)-propionic acid ethyl ester). As a reaction SMILES: Br[C:2]1[CH:7]=[CH:6][C:5]([C:8]2[O:12][N:11]=[C:10]([CH3:13])[C:9]=2[CH:14]([OH:28])[CH2:15][O:16][CH2:17][C:18]2[CH:23]=[CH:22][CH:21]=[C:20]([C:24]([F:27])([F:26])[F:25])[CH:19]=2)=[CH:4][CH:3]=1.[CH2:29]([O:31][C:32]([CH2:34][CH2:35][C:36]1[CH:41]=[CH:40][C:39](B(O)O)=[CH:38][CH:37]=1)=[O:33])[CH3:30]>>[CH2:29]([O:31][C:32](=[O:33])[CH2:34][CH2:35][C:36]1[CH:41]=[CH:40][C:39]([C:2]2[CH:7]=[CH:6][C:5]([C:8]3[O:12][N:11]=[C:10]([CH3:13])[C:9]=3[CH:14]([OH:28])[CH2:15][O:16][CH2:17][C:18]3[CH:23]=[CH:22][CH:21]=[C:20]([C:24]([F:26])([F:25])[F:27])[CH:19]=3)=[CH:4][CH:3]=2)=[CH:38][CH:37]=1)[CH3:30]. Procedure details: Prepared according to the procedure described in Example 1, Step 7, using 1-[5-(4-bromo-phenyl)-3-methyl-isoxazol-4-yl]-2-(3-trifluoromethyl-benzyloxy)-ethanol and [4-(2-ethoxycarbonylethyl)phenyl]boronic acid.